This data is from the Open Reaction Database (ORD), a public repository of structured organic reaction records. The task is: describe an organic reaction: reactants, conditions, products, and yield Starting materials: CN(/C=C/C(=O)C1=CN(C2=NC=CC=C21)CC)C ((E)-3-(dimethylamino)-1-(1-ethyl-1H-pyrrolo[2,3-b]pyridin-3-yl)prop-2-en-1-one), Cl.[N+](=O)([O-])C=1C=C(C=CC1)NC(=N)N (1-(3-nitrophenyl)guanidine hydrochloride). Product: C(C)N1C=C(C=2C1=NC=CC2)C2=NC(=NC=C2)NC2=CC(=CC=C2)[N+](=O)[O-] (4-(1-Ethyl-1H-pyrrolo[2,3-b]pyridin-3-yl)-N-(3-nitrophenyl)pyrimidin-2-amine). RXN SMILES: CN(C)/[CH:3]=[CH:4]/[C:5]([C:7]1[C:15]2[C:10](=[N:11][CH:12]=[CH:13][CH:14]=2)[N:9]([CH2:16][CH3:17])[CH:8]=1)=O.Cl.[N+:20]([C:23]1[CH:24]=[C:25]([NH:29][C:30]([NH2:32])=[NH:31])[CH:26]=[CH:27][CH:28]=1)([O-:22])=[O:21]>>[CH2:16]([N:9]1[C:10]2=[N:11][CH:12]=[CH:13][CH:14]=[C:15]2[C:7]([C:5]2[CH:4]=[CH:3][N:32]=[C:30]([NH:29][C:25]3[CH:26]=[CH:27][CH:28]=[C:23]([N+:20]([O-:22])=[O:21])[CH:24]=3)[N:31]=2)=[CH:8]1)[CH3:17] |f:1.2|. Procedure details: Prepared by treatment of (E)-3-(dimethylamino)-1-(1-ethyl-1H-pyrrolo[2,3-b]pyridin-3-yl)prop-2-en-1-one and 1-(3-nitrophenyl)guanidine hydrochloride. 1H-NMR (DMSO-d6) δ: 1.49 (t, 3H, J=7.2 Hz, CH3), 4.37 (q, 2H, J=7.6 Hz, CH2), 7.26 (m, 1H, Ar—H), 7.39 (d, 1H, J=5.2 Hz, Pyrimidin-H), 7.61 (t, 1H, J=8.0 Hz, Ph-H), 7.83 (m, 1H, Ar—H), 8.12 (d, 1H, J=8.0 Hz, Ph-H), 8.38 (m, 1H, Ar—H), 8.49 (d, 1H, J=5.2 Hz, Pyrimidin-H), 8.62 (s, 1H, Ph-H), 8.92 (d, 1H, J=8.0 Hz, Ph-H), 9.01 (s, 1H, Ar—H). MS (ESI+...